This data is from the Open Reaction Database (ORD), a public repository of structured organic reaction records. The task is: describe an organic reaction: reactants, conditions, products, and yield Reactants: ClC1=NN(CC1)C1=CC=CC=C1 (3-Chloro-4,5-dihydro-1-phenylpyrazole), ClC1=CC=C(N)C=C1 (4-chloroaniline). The solvent is C(Cl)Cl (CH2Cl2). The product is ClC1=CC=C(C=C1)NC1=NN(CC1)C1=CC=CC=C1 (N-(4-Chlorophenyl)-4,5-dihydro-1-phenyl-1H-pyrazol-3-amine). Yield: 36.9%. RXN SMILES: Cl[C:2]1[CH2:6][CH2:5][N:4]([C:7]2[CH:12]=[CH:11][CH:10]=[CH:9][CH:8]=2)[N:3]=1.[Cl:13][C:14]1[CH:20]=[CH:19][C:17]([NH2:18])=[CH:16][CH:15]=1>C(Cl)Cl>[Cl:13][C:14]1[CH:20]=[CH:19][C:17]([NH:18][C:2]2[CH2:6][CH2:5][N:4]([C:7]3[CH:12]=[CH:11][CH:10]=[CH:9][CH:8]=3)[N:3]=2)=[CH:16][CH:15]=1. Reported procedure: 3-Chloro-4,5-dihydro-1-phenylpyrazole (1.8 g) and 4-chloroaniline (3.8 g) were fused under N2 at 140° for 20 minutes. The melt was cooled and the solid dissolved in CH2Cl2, washed with 1% HCl (×3), water, dried (Na2SO4), then absorbed into silica and column chromatographed using first 1:1 petrol: ether and then ether to give the title product as a yellow powder (1.0 g), (37%), m.p. 144°-7°. Starting materials: C(C)(C)N1CC(C1)COC1=CC=C(C=C1)C1(CCOCC1)C#N (4-{4-[(1-isopropylazetidin-3-yl)methoxy]phenyl}tetrahydro-2H-pyran-4-carbonitrile), [H-].[Al+3].[Li+].[H-].[H-].[H-] (lithium aluminium hydride). Run in C1CCOC1 (THF). The product is C(C)(C)N1CC(C1)COC1=CC=C(C=C1)C1(CCOCC1)CN (1-(4-{4-[(1-isopropylazetidin-3-yl)methoxy]phenyl}tetrahydro-2H-pyran-4-yl)methanamine). Isolated yield 98.6%. Reaction SMILES: [CH:1]([N:4]1[CH2:7][CH:6]([CH2:8][O:9][C:10]2[CH:15]=[CH:14][C:13]([C:16]3([C:22]#[N:23])[CH2:21][CH2:20][O:19][CH2:18][CH2:17]3)=[CH:12][CH:11]=2)[CH2:5]1)([CH3:3])[CH3:2].[H-].[Al+3].[Li+].[H-].[H-].[H-]>C1COCC1>[CH:1]([N:4]1[CH2:7][CH:6]([CH2:8][O:9][C:10]2[CH:15]=[CH:14][C:13]([C:16]3([CH2:22][NH2:23])[CH2:21][CH2:20][O:19][CH2:18][CH2:17]3)=[CH:12][CH:11]=2)[CH2:5]1)([CH3:3])[CH3:2] |f:1.2.3.4.5.6|. Reported procedure: A solution of 4-{4-[(1-isopropylazetidin-3-yl)methoxy]phenyl}tetrahydro-2H-pyran-4-carbonitrile (1.8 g, 5.73 mmol) in THF (80 ml) was cooled to 0° C. under an atmosphere of nitrogen. A solution of lithium aluminium hydride (1.0M solution in Et2O, 17 ml, 17 mmol) was added dropwise over 5 min. The mixture was stirred whilst warming to ambient temperature over 18 hours. The reaction was cooled to 0° C. and quenched with water (0.5 ml) then 2M NaOH (0.5 ml) and then water (1.5 ml). Celite® (3 g) wa... Reactants: Cc1ccc(S(=O)(=O)N2CCN(CCSc3nnc4ccccn34)CC2)cc1, Cl, [Na+], [OH-]. Product: c1ccn2c(SCCN3CCNCC3)nnc2c1. As a reaction SMILES: [CH3:1][c:2]1[cH:3][cH:4][c:5]([S:6](=[O:7])(=[O:8])[N:11]2[CH2:12][CH2:13][N:14]([CH2:17][CH2:18][S:19][c:20]3[n:21][n:22][c:23]4[n:24]3[cH:25][cH:26][cH:27][cH:28]4)[CH2:15][CH2:16]2)[cH:9][cH:10]1.[ClH:31].[Na+:30].[OH-:29]>>[NH:11]1[CH2:12][CH2:13][N:14]([CH2:17][CH2:18][S:19][c:20]2[n:21][n:22][c:23]3[n:24]2[cH:25][cH:26][cH:27][cH:28]3)[CH2:15][CH2:16]1. Reactants: CCCN(CCC)NC1CCC(NCc2ccc(C(=O)N(Cc3nccn3S(=O)(=O)N(C)C)Cc3nccn3S(=O)(=O)N(C)C)cc2)CC1, COC(=O)Cl. Product: CCCN(CCC)NC1CCC(N(Cc2ccc(C(=O)N(Cc3nccn3S(=O)(=O)N(C)C)Cc3nccn3S(=O)(=O)N(C)C)cc2)C(=O)OC)CC1. As a reaction SMILES: [CH3:1][N:2]([S:3](=[O:4])(=[O:5])[n:6]1[c:7]([CH2:11][N:12]([C:13]([c:14]2[cH:15][cH:16][c:17]([CH2:20][NH:21][CH:22]3[CH2:23][CH2:24][CH:25]([NH:28][N:29]([CH2:30][CH2:31][CH3:32])[CH2:33][CH2:34][CH3:35])[CH2:26][CH2:27]3)[cH:18][cH:19]2)=[O:36])[CH2:37][c:38]2[n:39]([S:43](=[O:44])(=[O:45])[N:46]([CH3:47])[CH3:48])[cH:40][cH:41][n:42]2)[n:8][cH:9][cH:10]1)[CH3:49].[Cl:50][C:51](=[O:52])[O:53][CH3:54]>>[CH3:1][N:2]([S:3](=[O:4])(=[O:5])[n:6]1[c:7]([CH2:11][N:12]([C:13]([c:14]2[cH:15][cH:16][c:17]([CH2:20][N:21]([CH:22]3[CH2:23][CH2:24][CH:25]([NH:28][N:29]([CH2:30][CH2:31][CH3:32])[CH2:33][CH2:34][CH3:35])[CH2:26][CH2:27]3)[C:51](=[O:52])[O:53][CH3:54])[cH:18][cH:19]2)=[O:36])[CH2:37][c:38]2[n:39]([S:43](=[O:44])(=[O:45])[N:46]([CH3:47])[CH3:48])[cH:40][cH:41][n:42]2)[n:8][cH:9][cH:10]1)[CH3:49]. Reactants: C1CCOC1, COC(=O)c1nc2cccnc2n1Cc1cc(-c2ccc(Cl)s2)on1, [Li+], [OH-], O. Yields the product O=C(O)c1nc2cccnc2n1Cc1cc(-c2ccc(Cl)s2)on1. RXN SMILES: [CH2:28]1[O:29][CH2:30][CH2:31][CH2:32]1.[CH3:1][O:2][C:3](=[O:4])[c:5]1[n:6][c:7]2[c:8]([n:9][cH:10][cH:11][cH:12]2)[n:13]1[CH2:14][c:15]1[n:16][o:17][c:18](-[c:20]2[s:21][c:22]([Cl:25])[cH:23][cH:24]2)[cH:19]1.[Li+:27].[OH-:26].[OH2:33]>>[O:2]=[C:3]([OH:4])[c:5]1[n:6][c:7]2[c:8]([n:9][cH:10][cH:11][cH:12]2)[n:13]1[CH2:14][c:15]1[n:16][o:17][c:18](-[c:20]2[s:21][c:22]([Cl:25])[cH:23][cH:24]2)[cH:19]1. Starting materials: C1(=CC=C(C=C1)OCC#CC1=CC=C(C=C1)CC(C(=O)O)OC)C1=CC=CC=C1 (3-{4-[3-(Biphenyl-4-yloxy)-prop-1-ynyl]-phenyl}-2-methoxy-propionic acid), [H][H] (hydrogen). Reagents/catalysts: [Pd] (Palladium). The solvent is CO (methanol). Product: C1(=CC=C(C=C1)OCCCC1=CC=C(C=C1)C[C@@H](C(=O)O)OC)C1=CC=CC=C1 ((2S)-3-{4-[3-(Biphenyl-4-yloxy)-propyl]-phenyl}-2-methoxy-propionic acid). RXN SMILES: [C:1]1([C:24]2[CH:29]=[CH:28][CH:27]=[CH:26][CH:25]=2)[CH:6]=[CH:5][C:4]([O:7][CH2:8][C:9]#[C:10][C:11]2[CH:16]=[CH:15][C:14]([CH2:17][CH:18]([O:22][CH3:23])[C:19]([OH:21])=[O:20])=[CH:13][CH:12]=2)=[CH:3][CH:2]=1.[H][H]>CO.[Pd]>[C:1]1([C:24]2[CH:25]=[CH:26][CH:27]=[CH:28][CH:29]=2)[CH:2]=[CH:3][C:4]([O:7][CH2:8][CH2:9][CH2:10][C:11]2[CH:16]=[CH:15][C:14]([CH2:17][C@H:18]([O:22][CH3:23])[C:19]([OH:21])=[O:20])=[CH:13][CH:12]=2)=[CH:5][CH:6]=1. Procedure: The title compound was prepared as follows: (2S) 3-{4-[3-(Biphenyl-4-yloxy)-prop-1-ynyl]-phenyl}-2-methoxy-propionic acid (0, Step C) (0.0325 g, 0.08 mmol) was dissolved in methanol (10 mL). Palladium 10% an activated carbon (0.004 g, 0.004 mmol) was added and the solution saturated with hydrogen (1 Atm) and stirred for 5 hours. The mixture was filtered through a pad of celite and concentrated under vacuum. The residue was purified by column chromatography (silica gel, hexanes/Ethyl acetate-Acet... Starting materials: NCCCN1C(=NC=2C(=NC=3C=CC=CC3C21)N)CCOC (1-(3-aminopropyl)-2-(2-methoxyethyl)-1H-imidazo[4,5-c]quinolin-4-amine), C(CC)N=C=S (propyl isothiocyanate). Yields the product NC1=NC=2C=CC=CC2C2=C1N=C(N2CCCNC(=S)NCCC)CCOC (N-{3-[4-amino-2-(2-methoxyethyl)-1H-imidazo[4,5-c]quinolin-1-yl]propyl}N′-propylthiourea). The yield is 46.4%. Reaction SMILES: [NH2:1][CH2:2][CH2:3][CH2:4][N:5]1[C:17]2[C:16]3[CH:15]=[CH:14][CH:13]=[CH:12][C:11]=3[N:10]=[C:9]([NH2:18])[C:8]=2[N:7]=[C:6]1[CH2:19][CH2:20][O:21][CH3:22].[CH2:23]([N:26]=[C:27]=[S:28])[CH2:24][CH3:25]>>[NH2:18][C:9]1[C:8]2[N:7]=[C:6]([CH2:19][CH2:20][O:21][CH3:22])[N:5]([CH2:4][CH2:3][CH2:2][NH:1][C:27]([NH:26][CH2:23][CH2:24][CH3:25])=[S:28])[C:17]=2[C:16]2[CH:15]=[CH:14][CH:13]=[CH:12][C:11]=2[N:10]=1. Procedure: Using the general method of Example 149, 1-(3-aminopropyl)-2-(2-methoxyethyl)-1H-imidazo[4,5-c]quinolin-4-amine (1.53 g, 5.11 mmol) was reacted with propyl isothiocyanate (570 mg, 5.62 mmol) to provide 950 mg of N-{3-[4-amino-2-(2-methoxyethyl)-1H-imidazo[4,5-c]quinolin-1-yl]propyl}N′-propylthiourea as a tan powder, m.p. 172-173° C. Analysis: Calculated for C20H28N6OS: %C, 59.97; %H, 7.05; %N, 20.98; Found: %C, 59.83; %H, 7.01; %N, 20.95.